Dataset: the Open Reaction Database (ORD), a public repository of structured organic reaction records. Task: describe an organic reaction: reactants, conditions, products, and yield Reactants: FC(CN=C(NC=1SC=C(N1)CCCCN)N)(F)F (2-[2-(2,2,2-trifluoroethyl)guanidino]-4-(4-aminobutyl)thiazole), ClC1=NC=CC=N1 (2-chloropyrimidine). The solvent is C(C)#N (acetonitrile). Product: FC(CN=C(NC=1SC=C(N1)CCCCNC1=NC=CC=N1)N)(F)F (2-(4-[2-(2-[2,2,2-trifluoroethyl]guanidino)thiazol-4-yl]butylamino)pyrimidine). The yield is 51.0%. Reaction SMILES: [F:1][C:2]([F:19])([F:18])[CH2:3][N:4]=[C:5]([NH2:17])[NH:6][C:7]1[S:8][CH:9]=[C:10]([CH2:12][CH2:13][CH2:14][CH2:15][NH2:16])[N:11]=1.Cl[C:21]1[N:26]=[CH:25][CH:24]=[CH:23][N:22]=1>C(#N)C>[F:19][C:2]([F:1])([F:18])[CH2:3][N:4]=[C:5]([NH2:17])[NH:6][C:7]1[S:8][CH:9]=[C:10]([CH2:12][CH2:13][CH2:14][CH2:15][NH:16][C:21]2[N:26]=[CH:25][CH:24]=[CH:23][N:22]=2)[N:11]=1. Procedure details: A mixture of 2-[2-(2,2,2-trifluoroethyl)guanidino]-4-(4-aminobutyl)thiazole (0.45 g.) and 2-chloropyrimidine (0.18 g.) was heated under reflux in acetonitrile (5 ml.) for 16 hours. The reaction mixture was then evaporated to dryness and the residue purified by medium pressure liquid chromatography on silica gel using chloroform/methanol/ammonia 1900:100:5 v/v/v as eluant. The appropriate fraction was evaporated to dryness and the residue recrystallised from acetonitrile to give 2-(4-[2-(2-[2,2,2... The reactants are CCI, CN(C)C=O, COc1cc2ncnc(Oc3ccc(NC(=O)OCc4ccccc4Cl)c(Cl)c3)c2cc1OC, [H-], [Na+], O. Product: CCN(C(=O)OCc1ccccc1Cl)c1ccc(Oc2ncnc3cc(OC)c(OC)cc23)cc1Cl. Reaction SMILES: [CH2:42]([CH3:43])[I:44].[CH3:1][N:2]([CH3:3])[CH:4]=[O:5].[Cl:8][c:9]1[c:10]([NH:30][C:31]([O:32][CH2:33][c:34]2[c:35]([Cl:40])[cH:36][cH:37][cH:38][cH:39]2)=[O:41])[cH:11][cH:12][c:13]([O:15][c:16]2[n:17][cH:18][n:19][c:20]3[cH:21][c:22]([O:28][CH3:29])[c:23]([O:26][CH3:27])[cH:24][c:25]23)[cH:14]1.[H-:6].[Na+:7].[OH2:45]>>[Cl:8][c:9]1[c:10]([N:30]([C:31]([O:32][CH2:33][c:34]2[c:35]([Cl:40])[cH:36][cH:37][cH:38][cH:39]2)=[O:41])[CH2:42][CH3:43])[cH:11][cH:12][c:13]([O:15][c:16]2[n:17][cH:18][n:19][c:20]3[cH:21][c:22]([O:28][CH3:29])[c:23]([O:26][CH3:27])[cH:24][c:25]23)[cH:14]1. The reactants are B.O1CCCC1 (borane tetrahydrofuran), ClC1=CC=CC(=N1)C1CNC(CO1)=O (2-(6-chloro-pyridin-2-yl)-morpholin-5-one), solution, B (borane). Solvent: CO (methanol), O1CCCC1 (tetrahydrofuran), O1CCCC1 (tetrahydrofuran). Conditions: time 60 minute. Yields the product ClC1=CC=CC(=N1)C1CNCCO1 (2-(6-Chloro-pyridin-2-yl)-morpholine). Reaction SMILES: [Cl:1][C:2]1[N:7]=[C:6]([CH:8]2[O:13][CH2:12][C:11](=O)[NH:10][CH2:9]2)[CH:5]=[CH:4][CH:3]=1.B.B.O1CCCC1>O1CCCC1.CO>[Cl:1][C:2]1[N:7]=[C:6]([CH:8]2[O:13][CH2:12][CH2:11][NH:10][CH2:9]2)[CH:5]=[CH:4][CH:3]=1 |f:2.3|. Procedure: 1 g (0.0047 mol) of 2-(6-chloro-pyridin-2-yl)-morpholin-5-one are dissolved in 20 ml of absolute tetrahydrofuran, added with stirring at ambient temperature to 5 ml of a 1 molar solution of borane in tetrahydrofuran and the reaction solution is stirred for 60 minutes. Then sufficient borane/tetrahydrofuran solution is added in batches until all the starting material has reacted, according to thin layer chromatography. The solvent is then drawn off, the residue is stirred in 20 ml of methanol for... Starting materials: NC1=NNC=N1 (3-amino-1,2,4-triazole), CN(C=CC(=O)C1=C(C=CC=C1)C(F)(F)F)C (3-dimethylamino-2'-trifluoromethylacrylophenone). Product: FC(C1=C(C=CC=C1)C1=CC=NC=2N1N=CN2)(F)F (7-(o-Trifluoromethylphenyl)-1,2,4-triazolo[1,5-a]pyrimidine). Procedure: A mixture of 1.68 g. of 3-amino-1,2,4-triazole and 4.86 g. of 3-dimethylamino-2'-trifluoromethylacrylophenone in 25 ml. of glacial acetic acid refluxed for 16 hours. The resulting mixture is worked up as described in Example 54 to yield the product of the Example, m.p. 149°-151° C. As a reaction SMILES: [NH2:1][C:2]1[N:6]=[CH:5][NH:4][N:3]=1.CN(C)[CH:9]=[CH:10][C:11]([C:13]1[CH:18]=[CH:17][CH:16]=[CH:15][C:14]=1[C:19]([F:22])([F:21])[F:20])=O>C(O)(=O)C>[F:20][C:19]([F:21])([F:22])[C:14]1[CH:15]=[CH:16][CH:17]=[CH:18][C:13]=1[C:11]1[N:3]2[N:4]=[CH:5][N:6]=[C:2]2[N:1]=[CH:9][CH:10]=1. The solvent is C(C)(=O)O (acetic acid). The reactants are O=C(c1ccccc1)C(F)Br, O=C([O-])[O-], [K+], [K+], COc1ccc(C)c(O)c1, c1ccccc1. The product is COc1ccc(C)c(OC(F)C(=O)c2ccccc2)c1. As a reaction SMILES: [Br:11][CH:12]([C:13](=[O:14])[c:15]1[cH:16][cH:17][cH:18][cH:19][cH:20]1)[F:21].[C:22](=[O:23])([O-:24])[O-:25].[K+:26].[K+:27].[OH:1][c:2]1[c:3]([CH3:10])[cH:4][cH:5][c:6]([O:8][CH3:9])[cH:7]1.[cH:28]1[cH:29][cH:30][cH:31][cH:32][cH:33]1>>[O:1]([c:2]1[c:3]([CH3:10])[cH:4][cH:5][c:6]([O:8][CH3:9])[cH:7]1)[CH:12]([C:13](=[O:14])[c:15]1[cH:16][cH:17][cH:18][cH:19][cH:20]1)[F:21]. The reactants are C(CC(=O)C)(=O)OCCSC(C)=O (2-acetylthioethyl acetoacetate), [N+](=O)([O-])C=1C=C(C=O)C=CC1 (3-nitrobenzaldehyde), N\C(=C/C(=O)OCCOC)\C (methoxyethyl 3-aminocrotonate), C(C)(=O)[O-].[NH2+]1CCCCC1 (piperidinium acetate). Run in CC(C)O (2-propanol). Product: C(C)(=O)SCCOC(=O)C=1C(C(=C(NC1C)C)C(=O)OCCOC)C1=CC(=CC=C1)[N+](=O)[O-] (2,6-Dimethyl-4-(3-nitrophenyl)-1,4-dihydropyridine-3,5-dicarboxylic acid 3-methoxyethyl ester -(2-acetylthioethyl) ester). The yield is 34.4%. Reaction SMILES: [C:1]([O:7][CH2:8][CH2:9][S:10][C:11](=[O:13])[CH3:12])(=[O:6])[CH2:2][C:3]([CH3:5])=O.[N+:14]([C:17]1[CH:18]=[C:19]([CH:22]=[CH:23][CH:24]=1)[CH:20]=O)([O-:16])=[O:15].[NH2:25]/[C:26](/[CH3:35])=[CH:27]\[C:28]([O:30][CH2:31][CH2:32][O:33][CH3:34])=[O:29].C([O-])(=O)C.[NH2+]1CCCCC1>CC(O)C>[C:11]([S:10][CH2:9][CH2:8][O:7][C:1]([C:2]1[CH:20]([C:19]2[CH:22]=[CH:23][CH:24]=[C:17]([N+:14]([O-:16])=[O:15])[CH:18]=2)[C:27]([C:28]([O:30][CH2:31][CH2:32][O:33][CH3:34])=[O:29])=[C:26]([CH3:35])[NH:25][C:3]=1[CH3:5])=[O:6])(=[O:13])[CH3:12] |f:3.4|. Procedure details: A solution of 2.04 g of 2-acetylthioethyl acetoacetate, 1.51 g of 3-nitrobenzaldehyde, 1.49 g of methoxyethyl 3-aminocrotonate and 0.15 g of piperidinium acetate in 20 ml of 2-propanol was refluxed for 4 hours. After evaporation of the solvent under reduced pressure, the residue was purified by silica gel column chromatography [eluent: ethyl acetate - hexane (1 : 3)]to give 1.54 g of the title compound. m.p. 136-138° C. The reactants are C(C1=CC=CC=C1)OC=1C=C(C=CC1)SC1=CC(=C(C=C1)CCCC1(NC(OC1)=O)CI)Cl (4-[4-(3-benzyloxyphenylthio)-2-chlorophenyl]propyl-4-iodomethyl-2-oxazolidinone), P(OCC)(OCC)OCC (triethyl phosphite). Product: C(C1=CC=CC=C1)OC=1C=C(C=CC1)SC1=CC(=C(C=C1)CCCC1(NC(OC1)=O)C=P(=O)OCC)Cl (4-[4-(3-benzyloxyphenylthio)-2-chlorophenyl]propyl-4-ethoxyphosphorylmethyl-2-oxazolidinone). RXN SMILES: [CH2:1]([O:8][C:9]1[CH:10]=[C:11]([S:15][C:16]2[CH:21]=[CH:20][C:19]([CH2:22][CH2:23][CH2:24][C:25]3([CH2:31]I)[CH2:29][O:28][C:27](=[O:30])[NH:26]3)=[C:18]([Cl:33])[CH:17]=2)[CH:12]=[CH:13][CH:14]=1)[C:2]1[CH:7]=[CH:6][CH:5]=[CH:4][CH:3]=1.[P:34](OCC)([O:38]CC)[O:35][CH2:36][CH3:37]>>[CH2:1]([O:8][C:9]1[CH:10]=[C:11]([S:15][C:16]2[CH:21]=[CH:20][C:19]([CH2:22][CH2:23][CH2:24][C:25]3([CH:31]=[P:34]([O:35][CH2:36][CH3:37])=[O:38])[CH2:29][O:28][C:27](=[O:30])[NH:26]3)=[C:18]([Cl:33])[CH:17]=2)[CH:12]=[CH:13][CH:14]=1)[C:2]1[CH:7]=[CH:6][CH:5]=[CH:4][CH:3]=1. Procedure: The compound of Example 188 (330 mg) was dissolved in triethyl phosphite (120 μL) and the solution was refluxed for 3 hours. Subsequently, the reaction mixture was purified on a silica gel column chromatography (hexane:ethyl acetate=1:1 to 1:5) to give the desired product as a pale yellow oil (320 mg). Reactants: solution, Cl (hydrogen chloride), C(C)(C)(C)C1=C(C=C(C=C1)CN)NC(CC(CCCCC)C1=C(C=C(C=C1)OC)OC)=O (N-[2-t-butyl-5-(aminomethyl)phenyl]-3-(2,4-dimethoxyphenyl)octanamide). The solvent is O1CCOCC1 (dioxane), C(C)OCC (diethyl ether). Product: Cl.C(C)(C)(C)C1=C(C=C(C=C1)CN)NC(CC(CCCCC)C1=C(C=C(C=C1)OC)OC)=O (N-[2-t-Butyl-5-(aminomethyl)phenyl]-3-(2,4-dimethoxyphenyl)-octanamide-hydrochloride). RXN SMILES: [ClH:1].[C:2]([C:6]1[CH:11]=[CH:10][C:9]([CH2:12][NH2:13])=[CH:8][C:7]=1[NH:14][C:15](=[O:33])[CH2:16][CH:17]([C:23]1[CH:28]=[CH:27][C:26]([O:29][CH3:30])=[CH:25][C:24]=1[O:31][CH3:32])[CH2:18][CH2:19][CH2:20][CH2:21][CH3:22])([CH3:5])([CH3:4])[CH3:3]>O1CCOCC1.C(OCC)C>[ClH:1].[C:2]([C:6]1[CH:11]=[CH:10][C:9]([CH2:12][NH2:13])=[CH:8][C:7]=1[NH:14][C:15](=[O:33])[CH2:16][CH:17]([C:23]1[CH:28]=[CH:27][C:26]([O:29][CH3:30])=[CH:25][C:24]=1[O:31][CH3:32])[CH2:18][CH2:19][CH2:20][CH2:21][CH3:22])([CH3:3])([CH3:4])[CH3:5] |f:4.5|. Procedure details: A 4N solution of hydrogen chloride in dioxane was added to a solution of N-[2-t-butyl-5-(aminomethyl)phenyl]-3-(2,4-dimethoxyphenyl)octanamide (prepared as described in Preparation 26A) in diethyl ether, and the precipitate which separated out was collected by filtration and washed with hexane to give the desired hydrochloride, melting at 102°-106° C. The reactants are ClC1=NSC(=C1C(=O)O)C1=C(C=CC=C1)C (3-chloro-5-(2-methylphenyl)-1,2-thiazole-4-carboxylic acid). Solvent: O1CCCC1 (tetrahydrofuran). Run at temperature 0 celsius. Yields the product ClC1=NSC(=C1CO)C1=C(C=CC=C1)C ([3-chloro-5-(2-methylphenyl)-1,2-thiazol-4-yl]methanol). Reaction SMILES: [Cl:1][C:2]1[C:6]([C:7](O)=[O:8])=[C:5]([C:10]2[CH:15]=[CH:14][CH:13]=[CH:12][C:11]=2[CH3:16])[S:4][N:3]=1>O1CCCC1>[Cl:1][C:2]1[C:6]([CH2:7][OH:8])=[C:5]([C:10]2[CH:15]=[CH:14][CH:13]=[CH:12][C:11]=2[CH3:16])[S:4][N:3]=1. Procedure details: Into a 100-mL round-bottom flask, was placed 3-chloro-5-(2-methylphenyl)-1,2-thiazole-4-carboxylic acid (3 g, 11.82 mmol, 1.00 equiv), tetrahydrofuran (30 mL). This was followed by the addition of BH3(1M) (30 mL) dropwise with stirring at 0° C. The resulting solution was stirred overnight at 30° C. The reaction was then quenched by the addition of 30 mL of methanol. The resulting mixture was concentrated under vacuum. The residue was applied onto a silica gel column with ethyl acetate/petroleum ... Reactants: c1ccc2c(c1)CCN2, CCOC(=O)c1cnc(SC)nc1O, CCO. Yields the product CCOC(=O)c1cnc(N2CCc3ccccc32)nc1O. As a reaction SMILES: [CH2:1]1[CH2:2][c:3]2[cH:4][cH:5][cH:6][cH:7][c:8]2[NH:9]1.[CH3:10][S:11][c:12]1[n:13][cH:14][c:15]([C:19](=[O:20])[O:21][CH2:22][CH3:23])[c:16]([OH:18])[n:17]1.[CH3:24][CH2:25][OH:26]>>[CH2:1]1[CH2:2][c:3]2[cH:4][cH:5][cH:6][cH:7][c:8]2[N:9]1[c:12]1[n:13][cH:14][c:15]([C:19](=[O:20])[O:21][CH2:22][CH3:23])[c:16]([OH:18])[n:17]1.